This data is from the Open Reaction Database (ORD), a public repository of structured organic reaction records. The task is: describe an organic reaction: reactants, conditions, products, and yield The reactants are ClC(=O)OCC1=CC=CC=C1 (Benzyl chloroformate), C(C)(C)(C)OC(=O)N[C@@]12CN(C[C@H]2CC(C1)=C)[C@H](C)C1=CC=CC=C1 ((1S,5R)-1-tert-butoxycarbonylamino-7-methylene-3-[(1R)-1-phenylethyl]-3-azabicyclo[3.3.0]octane). Solvent: ClCCl (dichloromethane). Run at temperature 40 celsius, time 4 hour. The product is C(C1=CC=CC=C1)OC(=O)N1C[C@@]2(CC(C[C@@H]2C1)=C)NC(=O)OC(C)(C)C ((1S,5R)-3-Benzyloxycarbonyl-1-tert-butoxycarbonylamino-7-methylene-3-azabicyclo[3.3.0]octane). The yield is 58.4%. Reaction SMILES: Cl[C:2]([O:4][CH2:5][C:6]1[CH:11]=[CH:10][CH:9]=[CH:8][CH:7]=1)=[O:3].[C:12]([O:16][C:17]([NH:19][C@@:20]12[CH2:27][C:26](=[CH2:28])[CH2:25][C@@H:24]1[CH2:23][N:22]([C@@H](C1C=CC=CC=1)C)[CH2:21]2)=[O:18])([CH3:15])([CH3:14])[CH3:13]>ClCCl>[CH2:5]([O:4][C:2]([N:22]1[CH2:23][C@@H:24]2[C@@:20]([NH:19][C:17]([O:16][C:12]([CH3:15])([CH3:14])[CH3:13])=[O:18])([CH2:27][C:26](=[CH2:28])[CH2:25]2)[CH2:21]1)=[O:3])[C:6]1[CH:11]=[CH:10][CH:9]=[CH:8][CH:7]=1. Procedure: Benzyl chloroformate (0.250 ml, 1.75 mmol) was added to a solution of the residue containing (1S,5R)-1-tert-butoxycarbonylamino-7-methylene-3-[(1R)-1-phenylethyl]-3-azabicyclo[3.3.0]octane (200 mg, equivalent to 0.437 mmol) in dichloromethane (1.94 ml) in a nitrogen atmosphere, and the mixture was stirred at room temperature for 15 hours and at 40° C. for four hours. The reaction solution was concentrated under reduced pressure. The residue was purified by silica gel column chromatography (hexan...